From a dataset of the Open Reaction Database (ORD), a public repository of structured organic reaction records. describe an organic reaction: reactants, conditions, products, and yield The reactants are CCC(=C)CC\C=C(/C)\CCC=C(C)C ((E)-β-farnesene), S(=O)=O (sulphur dioxide), SO2. Reaction conditions: time 18 hour. Product: CC(=CCCC=1CS(=O)(=O)CC1)CCC=C(C)C (3-(4,8-dimethyl-3,7-nonadienyl) sulpholene). Isolated yield 58.0%. RXN SMILES: [CH3:1][CH2:2][C:3]([CH2:5][CH2:6]/[CH:7]=[C:8](/[CH2:10][CH2:11][CH:12]=[C:13]([CH3:15])[CH3:14])\[CH3:9])=[CH2:4].[S:16](=[O:18])=[O:17]>>[CH3:9][C:8]([CH2:10][CH2:11][CH:12]=[C:13]([CH3:14])[CH3:15])=[CH:7][CH2:6][CH2:5][C:3]1[CH2:4][S:16]([CH2:1][CH:2]=1)(=[O:18])=[O:17]. Procedure details: The (E)-β-farnesene containing product of Example 1 (17 g) and liquid sulphur dioxide are sealed in a glass ampoule and stored at ambient temperature for 18 hours. The ampoule is opened after cooling and the excess SO2 is allowed to evaporate. The residue is then chromatographed on Florisil using sequentially hexane, an ether/hexane mixture of increasing concentration in ether, and finally ether, the effluent being monitored by n.m.r. Removal of the solvent under vacuum from the appropriate frac... The product is COc1cc(N=CC2C(=O)OC(C)(C)OC2=O)cnc1OC. The reactants are COc1cc(N)cnc1OC, COCC(OC)OC, CC1(C)OC(=O)CC(=O)O1. As a reaction SMILES: [CH3:19][O:20][c:21]1[cH:22][c:23]([NH2:29])[cH:24][n:25][c:26]1[O:27][CH3:28].[CH3:1][O:2][CH:3]([O:4][CH3:5])[CH2:6][O:7][CH3:8].[CH3:9][C:10]1([CH3:18])[O:11][C:12](=[O:17])[CH2:13][C:14](=[O:16])[O:15]1>>[CH:1]([CH:13]1[C:12](=[O:17])[O:11][C:10]([CH3:9])([CH3:18])[O:15][C:14]1=[O:16])=[N:29][c:23]1[cH:22][c:21]([O:20][CH3:19])[c:26]([O:27][CH3:28])[n:25][cH:24]1.